Dataset: the Open Reaction Database (ORD), a public repository of structured organic reaction records. Task: describe an organic reaction: reactants, conditions, products, and yield Starting materials: amide, [H-].[H-].[H-].[H-].[Li+].[Al+3] (LiAlH4), C1=C(C=CC=2C3=CC=CC=C3CC12)C(=O)Cl (fluorene-2-carbonyl chloride), CN (methylamine), CNC(=O)C1=CC=2CC3=CC=CC=C3C2C=C1 (N-methyl fluorene-2-carboxamide). The solvent is CCOCC (ether), C1CCOC1 (THF). Yields the product CNCC1=CC=2CC3=CC=CC=C3C2C=C1 (2-((methylamino)methyl)fluorene). RXN SMILES: C1C2CC3C(=CC=CC=3)C=2C=CC=1C(Cl)=O.CN.[CH3:19][NH:20][C:21]([C:23]1[CH:35]=[CH:34][C:33]2[C:32]3[C:27](=[CH:28][CH:29]=[CH:30][CH:31]=3)[CH2:26][C:25]=2[CH:24]=1)=O.[H-].[H-].[H-].[H-].[Li+].[Al+3]>C1COCC1.CCOCC>[CH3:19][NH:20][CH2:21][C:23]1[CH:35]=[CH:34][C:33]2[C:32]3[C:27](=[CH:28][CH:29]=[CH:30][CH:31]=3)[CH2:26][C:25]=2[CH:24]=1 |f:3.4.5.6.7.8|. Procedure: A solution of fluorene-2-carbonyl chloride (prepared from fluorene-2-carboxylic acid and oxalyl chloride) in THF is added to aqueous methylamine (2 molar equivalents) to prepare N-methyl fluorene-2-carboxamide. Reduction of the amide using LiAlH4 in ether provides 2-((methylamino)methyl)fluorene. The amine is protected by reaction with di-tert-butyl dicarbonate to provide 2-((N-tBOC-N-methylamino)methyl)fluorene. Starting materials: COC=1C=C2CCNC(C2=CC1OC)CCC1=CC=C(C=C1)C(F)(F)F (6,7-dimethoxy-1-[2-(4-trifluoromethyl-phenyl)-ethyl]-1,2,3,4-tetrahydroisoquinoline), COC(C(Br)C1=CC=CC=C1)=O (α-bromo-phenyl-acetic acid methyl ester). The product is COC(C(C1=CC=CC=C1)N1C(C2=CC(=C(C=C2CC1)OC)OC)CCC1=CC=C(C=C1)C(F)(F)F)=O ({6,7-dimethoxy-1-[2-(4-trifluoromethyl-phenyl)-ethyl]-3,4-dihydro-1H-isoquinolin-2-yl}-phenyl-acetic acid methyl ester). Reaction SMILES: [CH3:1][O:2][C:3]1[CH:4]=[C:5]2[C:10](=[CH:11][C:12]=1[O:13][CH3:14])[CH:9]([CH2:15][CH2:16][C:17]1[CH:22]=[CH:21][C:20]([C:23]([F:26])([F:25])[F:24])=[CH:19][CH:18]=1)[NH:8][CH2:7][CH2:6]2.[CH3:27][O:28][C:29](=[O:38])[CH:30]([C:32]1[CH:37]=[CH:36][CH:35]=[CH:34][CH:33]=1)Br>>[CH3:27][O:28][C:29](=[O:38])[CH:30]([N:8]1[CH2:7][CH2:6][C:5]2[C:10](=[CH:11][C:12]([O:13][CH3:14])=[C:3]([O:2][CH3:1])[CH:4]=2)[CH:9]1[CH2:15][CH2:16][C:17]1[CH:22]=[CH:21][C:20]([C:23]([F:26])([F:25])[F:24])=[CH:19][CH:18]=1)[C:32]1[CH:33]=[CH:34][CH:35]=[CH:36][CH:37]=1. Reported procedure: This compound is prepared by reaction of 6,7-dimethoxy-1-[2-(4-trifluoromethyl-phenyl)-ethyl]-1,2,3,4-tetrahydroisoquinoline with α-bromo-phenyl-acetic acid methyl ester. Starting materials: CCc1cc(Cl)c(S(C)(=O)=O)cc1C(=O)O, CCc1cc(Sc2ccncc2)c(S(C)(=O)=O)cc1C(=O)Cl, N=C(N)N, O=S(Cl)Cl, Sc1ccncc1. Yields the product CCc1cc(Sc2ccncc2)c(S(C)(=O)=O)cc1C(=O)N=C(N)N. Reaction SMILES: [CH2:27]([c:28]1[cH:29][c:30]([Cl:31])[c:32]([S:33]([CH3:34])(=[O:35])=[O:36])[cH:37][c:38]1[C:39]([OH:40])=[O:41])[CH3:42].[CH2:5]([CH3:6])[c:7]1[c:8]([C:9](=[O:10])[Cl:11])[cH:12][c:13]([S:23](=[O:24])(=[O:25])[CH3:26])[c:14]([S:16][c:17]2[cH:18][cH:19][n:20][cH:21][cH:22]2)[cH:15]1.[NH2:1][C:2]([NH2:3])=[NH:4].[S:50]([Cl:51])([Cl:52])=[O:53].[SH:43][c:44]1[cH:45][cH:46][n:47][cH:48][cH:49]1>>[N:1](=[C:2]([NH2:3])[NH2:4])[C:9]([c:8]1[c:7]([CH2:5][CH3:6])[cH:15][c:14]([S:16][c:17]2[cH:18][cH:19][n:20][cH:21][cH:22]2)[c:13]([S:23](=[O:24])(=[O:25])[CH3:26])[cH:12]1)=[O:10]. The reactants are C(C)(C)(C)OC(=O)NC(C(=O)O)CC1=CC=C(C=C1)[N+](=O)[O-] (2-t-butoxycarbonylamino-3-(4-nitrophenyl)propionic acid), C(C)OCC (diethyl ether), CO (methanol), C[Si](C)(C)C=[N+]=[N-] (trimethylsilyldiazomethane). Run in CCCCCC (n-hexane). Run at time 16 hour. The product is COC(C(CC1=CC=C(C=C1)[N+](=O)[O-])NC(=O)OC(C)(C)C)=O (2-t-butoxycarbonylamino-3-(4-nitrophenyl)propionic acid methyl ester). Reaction SMILES: [C:1]([O:5][C:6]([NH:8][CH:9]([CH2:13][C:14]1[CH:19]=[CH:18][C:17]([N+:20]([O-:22])=[O:21])=[CH:16][CH:15]=1)[C:10]([OH:12])=[O:11])=[O:7])([CH3:4])([CH3:3])[CH3:2].[CH2:23](OCC)C.CO.C[Si](C=[N+]=[N-])(C)C>CCCCCC>[CH3:23][O:11][C:10](=[O:12])[CH:9]([NH:8][C:6]([O:5][C:1]([CH3:4])([CH3:2])[CH3:3])=[O:7])[CH2:13][C:14]1[CH:19]=[CH:18][C:17]([N+:20]([O-:22])=[O:21])=[CH:16][CH:15]=1. Procedure details: To a mixture of the compound (1.15 g) obtained in Example 63, diethyl ether (6 ml) and methanol (14 ml), a solution of trimethylsilyldiazomethane in n-hexane (2.0 M, 7.4 ml) was added and the resulting mixture was stirred at room temperature for 16 h. The reaction solution was concentrated under reduced pressure to give the titled compound quantitatively. Reactants: C[C@@H]1CN(CCN1)C1=CC=C(C=C1)CCC ((3R)-3-methyl-1-(4-propylphenyl)piperazine), BrC1=CC=C(C=C1)C1=COC2=C1C=CC=C2 (3-(4-bromophenyl)-1-benzofuran). Yields the product O1C=C(C2=C1C=CC=C2)C2=CC=C(C=C2)N2C[C@H](NCC2)C ((3R)-1-[4-(1-benzofuran-3-yl)phenyl]-3-methylpiperazine). The yield is 21.0%. Reaction SMILES: [CH3:1][C@H:2]1[NH:7][CH2:6][CH2:5][N:4](C2C=CC(CCC)=CC=2)[CH2:3]1.Br[C:18]1[CH:23]=[CH:22][C:21]([C:24]2[C:28]3[CH:29]=[CH:30][CH:31]=[CH:32][C:27]=3[O:26][CH:25]=2)=[CH:20][CH:19]=1>>[O:26]1[C:27]2[CH:32]=[CH:31][CH:30]=[CH:29][C:28]=2[C:24]([C:21]2[CH:22]=[CH:23][C:18]([N:4]3[CH2:5][CH2:6][NH:7][C@H:2]([CH3:1])[CH2:3]3)=[CH:19][CH:20]=2)=[CH:25]1. Procedure: The title compound was prepared following the procedure of Intermediate 17, but starting from 3-(4-bromophenyl)-1-benzofuran (obtained as described in Malamas et al., 2000, J. Med. Chem., 43, 1293-1310). Purification by chromatography (DCM/MeOH 80/20) afforded the title compound as beige solid (21%). HPLC (Condition A), Rt: 3.0 min (HPLC purity: 93.4%). M+(ESI): 293.2 Reactants: O=C(Cl)OCCl, CCOC(=O)C1CCNCC1. Product: CCOC(=O)C1CCN(C(=O)OCCl)CC1. As a reaction SMILES: [Cl:1][CH2:2][O:3][C:4](=[O:5])[Cl:6].[NH:7]1[CH2:8][CH2:9][CH:10]([C:11](=[O:12])[O:13][CH2:14][CH3:15])[CH2:16][CH2:17]1>>[Cl:1][CH2:2][O:3][C:4](=[O:5])[N:7]1[CH2:8][CH2:9][CH:10]([C:11](=[O:12])[O:13][CH2:14][CH3:15])[CH2:16][CH2:17]1. Reactants: BrC1=C(C=CC=C1)C (2-bromotoluene), C1(=CC=CC=C1)NC1=CC=CC=C1 (diphenylamine), C(C)(C)(C)P(C(C)(C)C)C(C)(C)C (tri-t-butylphosphine). Reagents/catalysts: C=1C=CC(=CC1)/C=C/C(=O)/C=C/C2=CC=CC=C2.C=1C=CC(=CC1)/C=C/C(=O)/C=C/C2=CC=CC=C2.[Pd] (Pd(dba)2). Solvent: C1(=CC=CC=C1)C (toluene). Reaction conditions: time 4 hour. Product: C1(=C(C=CC=C1)N(C1=CC=CC=C1)C1=CC=CC=C1)C (N-(2-tolyl)diphenylamine). The yield is 95.2%. As a reaction SMILES: Br[C:2]1[CH:7]=[CH:6][CH:5]=[CH:4][C:3]=1[CH3:8].[C:9]1([NH:15][C:16]2[CH:21]=[CH:20][CH:19]=[CH:18][CH:17]=2)[CH:14]=[CH:13][CH:12]=[CH:11][CH:10]=1.C(P(C(C)(C)C)C(C)(C)C)(C)(C)C>C1(C)C=CC=CC=1.C1C=CC(/C=C/C(/C=C/C2C=CC=CC=2)=O)=CC=1.C1C=CC(/C=C/C(/C=C/C2C=CC=CC=2)=O)=CC=1.[Pd]>[C:3]1([CH3:8])[CH:4]=[CH:5][CH:6]=[CH:7][C:2]=1[N:15]([C:16]1[CH:17]=[CH:18][CH:19]=[CH:20][CH:21]=1)[C:9]1[CH:14]=[CH:13][CH:12]=[CH:11][CH:10]=1 |f:4.5.6|. Procedure: The above general procedure was followed using 2-bromotoluene (188 mg, 1.10 mmol) and diphenylamine (169 mg, 1.00 mmol) with 1 mol % Pd(dba)2 and 0.8 mol % tri-t-butylphosphine in 1.5 mL of toluene. After four hours, the reaction mixture was adsorbed onto silica gel and chromatographed with 2.5% ethyl acetate/hexanes to give 247 mg (95%) of N-(2-tolyl)diphenylamine as a colorless oil that crystallized to a white solid. 1H NMR (500 MHz, C6D6) δ 7.05-6.96 (m, 12 H), 6.78 (tt, J=7.25, 1.30 Hz, 2H),... Reactants: COC(=O)c1ccc(NCc2c(-c3ccccc3)noc2C)nn1, C[Al](C)C, NCC1CC1, C1COCCO1, O. Product: Cc1onc(-c2ccccc2)c1CNc1ccc(C(=O)NCC2CC2)nn1. As a reaction SMILES: [CH3:10][O:11][C:12](=[O:13])[c:14]1[n:15][n:16][c:17]([NH:20][CH2:21][c:22]2[c:23](-[c:28]3[cH:29][cH:30][cH:31][cH:32][cH:33]3)[n:24][o:25][c:26]2[CH3:27])[cH:18][cH:19]1.[CH3:6][Al:7]([CH3:8])[CH3:9].[NH2:1][CH2:2][CH:3]1[CH2:4][CH2:5]1.[O:35]1[CH2:36][CH2:37][O:38][CH2:39][CH2:40]1.[OH2:34]>>[NH:1]([CH2:2][CH:3]1[CH2:4][CH2:5]1)[C:12](=[O:11])[c:14]1[n:15][n:16][c:17]([NH:20][CH2:21][c:22]2[c:23](-[c:28]3[cH:29][cH:30][cH:31][cH:32][cH:33]3)[n:24][o:25][c:26]2[CH3:27])[cH:18][cH:19]1.